describe an organic reaction: reactants, conditions, products, and yield From a dataset of the Open Reaction Database (ORD), a public repository of structured organic reaction records. The reactants are [Al+3], CCOC(C)=O, [Cl-], [Cl-], [Cl-], COc1ccc(NC(=O)Nc2ccc(F)cc2F)cc1-c1c(Cl)cnn1C, ClCCCl. RXN SMILES: [Al+3:29].[CH3:32][CH2:33][O:34][C:35](=[O:36])[CH3:37].[Cl-:28].[Cl-:30].[Cl-:31].[Cl:1][c:2]1[c:3](-[c:8]2[cH:9][c:10]([NH:16][C:17](=[O:18])[NH:19][c:20]3[c:21]([F:27])[cH:22][c:23]([F:26])[cH:24][cH:25]3)[cH:11][cH:12][c:13]2[O:14][CH3:15])[n:4]([CH3:7])[n:5][cH:6]1.[Cl:38][CH2:39][CH2:40][Cl:41]>>[Cl:1][c:2]1[c:3](-[c:8]2[cH:9][c:10]([NH:16][C:17](=[O:18])[NH:19][c:20]3[c:21]([F:27])[cH:22][c:23]([F:26])[cH:24][cH:25]3)[cH:11][cH:12][c:13]2[OH:14])[n:4]([CH3:7])[n:5][cH:6]1. Product: Cn1ncc(Cl)c1-c1cc(NC(=O)Nc2ccc(F)cc2F)ccc1O.